describe an organic reaction: reactants, conditions, products, and yield From a dataset of the Open Reaction Database (ORD), a public repository of structured organic reaction records. The reactants are C(CCC)O (butanol), [OH-].[K+] (potassium hydroxide), C(CCC)O (butanol), CS(=O)(=O)C1=NC=C(C(=N1)C)C(=O)OCC (ethyl 2-methansulfonyl-4-methylpyrimidine-5-carboxylate). Run in O (water). Reaction conditions: time 3 hour. The product is C(CCC)OC1=NC=C(C(=N1)C)C(=O)O (2-butoxy-4-methylpyrimidine-5-carboxylic acid). The yield is 83.0%. As a reaction SMILES: [CH2:1]([OH:5])[CH2:2][CH2:3][CH3:4].[OH-].[K+].CS([C:12]1[N:17]=[C:16]([CH3:18])[C:15]([C:19]([O:21]CC)=[O:20])=[CH:14][N:13]=1)(=O)=O>O>[CH2:1]([O:5][C:12]1[N:17]=[C:16]([CH3:18])[C:15]([C:19]([OH:21])=[O:20])=[CH:14][N:13]=1)[CH2:2][CH2:3][CH3:4] |f:1.2|. Reported procedure: To 1.5 ml of butanol, 0.72 g (11 mmol) of 85.5% potassium hydroxide powder was suspended, followed by drop-wise adding, under ice-cooling, a 1.5 ml of butanol solution dissolving with 1.22 g (5.0 mmol) of ethyl 2-methansulfonyl-4-methylpyrimidine-5-carboxylate. After the end of the drop-wise addition, the solution was stirred at room temperature for 3 hours. To the reaction liquid, 50 ml of water was added, and the water layer was washed with diisopropyl ether, followed by adding 10% hydrochlori... Reactants: CS(=O)(=O)Cl, Cl, COC(=O)C1C=CCN2C(=O)C(C)(CCO)C(=O)N12, c1ccncc1. Yields the product COC(=O)C1C=CCN2C(=O)C(C)(CCOS(C)(=O)=O)C(=O)N12. RXN SMILES: [CH3:1][S:2]([Cl:3])(=[O:4])=[O:5].[ClH:25].[OH:6][CH2:7][CH2:8][C:9]1([CH3:24])[C:10](=[O:23])[N:11]2[N:12]([CH2:13][CH:14]=[CH:15][CH:16]2[C:17](=[O:18])[O:19][CH3:20])[C:21]1=[O:22].[cH:26]1[cH:27][cH:28][n:29][cH:30][cH:31]1>>[CH3:1][S:2](=[O:4])(=[O:5])[O:6][CH2:7][CH2:8][C:9]1([CH3:24])[C:10](=[O:23])[N:11]2[N:12]([CH2:13][CH:14]=[CH:15][CH:16]2[C:17](=[O:18])[O:19][CH3:20])[C:21]1=[O:22]. Reactants: O1C=NC=C1C1=CC=C(S1)C1=CC=C(C(=O)O)C=C1 (4-(5-oxazol-5-yl-thiophen-2-yl)-benzoic acid), CCN(C(C)C)C(C)C (DIEA), N1[C@@H](CCC1)CN1CCCC1 ((S)(+)-1-(2-pyrrolidinylmethyl)pyrrolidine), CCN=C=NCCCN(C)C.Cl (EDC-HCl), C=1C=CC2=C(C1)N=NN2O (HOBt). The solvent is CN(C)C=O.ClCCl (DMF dichloromethane). The product is O1C=NC=C1C1=CC=C(S1)C1=CC=C(C=C1)C(=O)N1[C@@H](CCC1)CN1CCCC1 ([4-(5-Oxazol-5-yl-thiophen-2-yl)-phenyl]-(2(S)-pyrrolidin-1-ylmethyl-pyrrolidin-1-yl)-methanone). Isolated yield 47.9%. RXN SMILES: [O:1]1[C:5]([C:6]2[S:10][C:9]([C:11]3[CH:19]=[CH:18][C:14]([C:15]([OH:17])=O)=[CH:13][CH:12]=3)=[CH:8][CH:7]=2)=[CH:4][N:3]=[CH:2]1.CCN=C=NCCCN(C)C.Cl.C1C=CC2N(O)N=NC=2C=1.CCN(C(C)C)C(C)C.[NH:51]1[CH2:55][CH2:54][CH2:53][C@H:52]1[CH2:56][N:57]1[CH2:61][CH2:60][CH2:59][CH2:58]1>CN(C=O)C.ClCCl>[O:1]1[C:5]([C:6]2[S:10][C:9]([C:11]3[CH:12]=[CH:13][C:14]([C:15]([N:51]4[CH2:55][CH2:54][CH2:53][C@H:52]4[CH2:56][N:57]4[CH2:61][CH2:60][CH2:59][CH2:58]4)=[O:17])=[CH:18][CH:19]=3)=[CH:8][CH:7]=2)=[CH:4][N:3]=[CH:2]1 |f:1.2,6.7|. Procedure details: The title compound is prepared in a manner substantially analogous to General Procedure D in 9 mL 50% DMF/dichloromethane using 4-(5-oxazol-5-yl-thiophen-2-yl)-benzoic acid (133 mg, 0.49 mmol), EDC-HCl (143 mg, 0.75 mmol), HOBt (101 mg, 0.75 mmol), DIEA (0.22 mL, 1.5 mmol) and (S)(+)-1-(2-pyrrolidinylmethyl)pyrrolidine (63 mg, 0.41 mmol) to give the title compound (80 mg, 48% yield). MS (ES+) 408.3 (M+H)+